Dataset: the Open Reaction Database (ORD), a public repository of structured organic reaction records. Task: describe an organic reaction: reactants, conditions, products, and yield Reactants: [N+](=O)([O-])C1=CC=C(C=C1)S(=O)(=O)OCC1OC(OC1)(C)C ((2,2-Dimethyl-1,3-dioxolan4-yl)methyl 4-nitrobenzenesulfonate), C(C)OC(CNS(=O)(=O)C=1SC=CC1C=O)=O (N-[[3-formyl-thien-2-yl]sulfonyl]glycine ethyl ester), C([O-])([O-])=O.[K+].[K+] (potassium carbonate). Solvent: O (water), CS(=O)C (dimethylsulfoxide). Run at temperature 55 celsius, time 12 hour. Product: CC1(OCC(O1)CN1S(C2=C(C=C1C(=O)OCC)C=CS2)(=O)=O)C (Ethyl 2-[(2,2-Dimethyl-1,3-dioxolan-4-yl)methyl]-2H-thieno[3,2-e]-1,2-thiazine-3-carboxylate 1,1-dioxide). The yield is 16.5%. RXN SMILES: [N+](C1C=CC(S(O[CH2:14][CH:15]2[CH2:19][O:18][C:17]([CH3:21])([CH3:20])[O:16]2)(=O)=O)=CC=1)([O-])=O.[CH2:22]([O:24][C:25](=[O:38])[CH2:26][NH:27][S:28]([C:31]1[S:32][CH:33]=[CH:34][C:35]=1[CH:36]=O)(=[O:30])=[O:29])[CH3:23].C(=O)([O-])[O-].[K+].[K+]>CS(C)=O.O>[CH3:21][C:17]1([CH3:20])[O:16][CH:15]([CH2:14][N:27]2[C:26]([C:25]([O:24][CH2:22][CH3:23])=[O:38])=[CH:36][C:35]3[CH:34]=[CH:33][S:32][C:31]=3[S:28]2(=[O:30])=[O:29])[CH2:19][O:18]1 |f:2.3.4|. Procedure: The product from Step A (46.5 g, 0.292 mol) was added in portions to a solution (room temperature) of (N-[[3-formyl-thien-2-yl]sulfonyl]glycine ethyl ester (27 g, 0.97 mol) in dimethylsulfoxide (200 mL) which contained potassium carbonate (40.45 g, 0.292 mol). This mixture was stirred at 55° C. for 12 h, cooled to 0° C, diluted with water, and extracted with ethyl acetate (3×200 mL). The combined extracts were dried (MgSO4) and evaporated to a crude oil which was purified by column chromatograph... Starting materials: COC(=O)c1scc(C#N)c1N(C(=O)OC(C)(C)C)C(=O)OC(C)(C)C, CO, [K+], [OH-]. Yields the product CC(C)(C)OC(=O)N(C(=O)OC(C)(C)C)c1c(C#N)csc1C(=O)O. RXN SMILES: [C:1]([CH3:2])([CH3:3])([CH3:4])[O:5][C:6](=[O:7])[N:8]([c:9]1[c:10]([C:16](=[O:17])[O:18][CH3:19])[s:11][cH:12][c:13]1[C:14]#[N:15])[C:20](=[O:21])[O:22][C:23]([CH3:24])([CH3:25])[CH3:26].[CH3:27][OH:28].[K+:30].[OH-:29]>>[C:1]([CH3:2])([CH3:3])([CH3:4])[O:5][C:6](=[O:7])[N:8]([c:9]1[c:10]([C:16](=[O:17])[OH:18])[s:11][cH:12][c:13]1[C:14]#[N:15])[C:20](=[O:21])[O:22][C:23]([CH3:24])([CH3:25])[CH3:26]. Reactants: OCCC#CC=1N(C=C2N(CN(CC21)C)CC(C)C)CC2=CC=CC1=CC=CC=C21 (5-(4-Hydroxybut-1-Ynyl)-3-Methyl-1-(2-Methylpropyl)-6-(1-Naphthalenylmethyl)-1 H-Pyrrolo[3,4-d]Pyrimidine), OCCC#CC=1N(C=C2N(C(N(C(C21)=O)C)=O)CC(C)C)CC2=CC=CC1=CC=CC=C21 (5-(4-hydroxybut-1-ynyl)-3-methyl-1-(2-methylpropyl)-6-(1-naphthalenylmethyl)-1H-pyrrolo [3,4-d]pyrimidine-2,4(3 H,6 H)-dione). Product: OCCCCC=1N(C=C2N(C(N(C(C21)=O)C)=O)CC(C)C)CC2=CC=CC1=CC=CC=C21 (5-(4-Hydroxybutyl)-3-Methyl-1-(2-Methylpropyl)-6-(1-Naphthalenylmethyl)-1 H-Pyrrolo [3,4-d]Pyrimidine-2,4(3 H,6 H)-Dione). Reaction SMILES: OCCC#CC1N(CC2C3C(=CC=CC=3)C=CC=2)C=C2C=1CN(C)CN2CC(C)C.[OH:31][CH2:32][CH2:33][C:34]#[C:35][C:36]1[N:37]([CH2:52][C:53]2[C:62]3[C:57](=[CH:58][CH:59]=[CH:60][CH:61]=3)[CH:56]=[CH:55][CH:54]=2)[CH:38]=[C:39]2[C:44]=1[C:43](=[O:45])[N:42]([CH3:46])[C:41](=[O:47])[N:40]2[CH2:48][CH:49]([CH3:51])[CH3:50]>>[OH:31][CH2:32][CH2:33][CH2:34][CH2:35][C:36]1[N:37]([CH2:52][C:53]2[C:62]3[C:57](=[CH:58][CH:59]=[CH:60][CH:61]=3)[CH:56]=[CH:55][CH:54]=2)[CH:38]=[C:39]2[C:44]=1[C:43](=[O:45])[N:42]([CH3:46])[C:41](=[O:47])[N:40]2[CH2:48][CH:49]([CH3:51])[CH3:50]. Reported procedure: The title compound was prepared from the compound of Example 15, 5-(4-hydroxybut-1-ynyl)-3-methyl-1-(2-methylpropyl)-6-(1-naphthalenylmethyl)-1H-pyrrolo [3,4-d]pyrimidine-2,4(3 H,6 H)-dione, in a manner analogous to the method of Example 14 above. Procedure: Prepared in a similar manner to Example 8 from 2-(4-Bromophenyl)-N-isobutyl-2-methylpropanamide (Example 1a) and 3-(ethoxycarbonyl)phenylboronic acid. Yield: 65%. 1H NMR (400 MHz, CDCl3): δ 0.8 (d, 6H), 1.4 (t, 3H), 1.65 (s, 6H), 1.67-1.70 (m,1H), 3 (t, 2H), 4.4 (t, 2H), 7.48 (d, 2H), 7.54 (d, 1H), 7.64 (d, 2H), 7.8 (d, 1H), 8.04 (d, 1H), 8.3 (t, 1H). MS (M+H, 368). Yields the product C(C(C)C)NC(C(C)(C)C1=CC=C(C=C1)C1=CC(=CC=C1)C(=O)OCC)=O (Ethyl 4′-(1-(isobutylamino)-2-methyl-1-oxopropan-2-yl)biphenyl-3-carboxylate). Reactants: BrC1=CC=C(C=C1)C(C(=O)NCC(C)C)(C)C (2-(4-bromophenyl)-N-isobutyl-2-methylpropanamide), C(C)OC(=O)C=1C=C(C=CC1)B(O)O (3-(ethoxycarbonyl)phenylboronic acid). Reaction SMILES: Br[C:2]1[CH:7]=[CH:6][C:5]([C:8]([CH3:17])([CH3:16])[C:9]([NH:11][CH2:12][CH:13]([CH3:15])[CH3:14])=[O:10])=[CH:4][CH:3]=1.[CH2:18]([O:20][C:21]([C:23]1[CH:24]=[C:25](B(O)O)[CH:26]=[CH:27][CH:28]=1)=[O:22])[CH3:19]>>[CH2:12]([NH:11][C:9](=[O:10])[C:8]([C:5]1[CH:6]=[CH:7][C:2]([C:25]2[CH:26]=[CH:27][CH:28]=[C:23]([C:21]([O:20][CH2:18][CH3:19])=[O:22])[CH:24]=2)=[CH:3][CH:4]=1)([CH3:17])[CH3:16])[CH:13]([CH3:15])[CH3:14]. The yield is 65.0%. The reactants are C(C=1C(O)=CC=CC1)=O (salicylaldehyde), C([O-])([O-])=O.[K+].[K+] (potassium carbonate), P(=O)(OC)(OC)OC (trimethyl phosphate). Run at temperature 85 celsius. Yields the product COC1=C(C=O)C=CC=C1 (o-methoxybenzaldehyde). Yield: 188.9%. As a reaction SMILES: [CH:1](=[O:9])[C:2]1[C:3](=[CH:5][CH:6]=[CH:7][CH:8]=1)[OH:4].[C:10](=O)([O-])[O-].[K+].[K+].P(OC)(OC)(OC)=O>>[CH3:10][O:4][C:3]1[CH:5]=[CH:6][CH:7]=[CH:8][C:2]=1[CH:1]=[O:9] |f:1.2.3|. Procedure: To a three-necked 100 ml flask equipped for reflux and fitted with a mechanical stirrer was added 5.0 mol (0.047 mol) of salicylaldehyde, 2.0 g (0.014 mol) of potassium carbonate, and 10.0 ml (0.085 mol) of trimethyl phosphate. The mixture was heated to 85° C. for two hours, then cooled to 50° C. and quenched with 20 ml of water. After two hours the mixture was extracted with 50 ml of methylene chloride, the extracts washed with dilute caustic and then water. The organic extracts were dried over... Starting materials: NC1=C(C=CC=C1)CN(NC)C1=CC=CC=C1 (1-[(2-aminophenyl)methyl]-2-methyl-1-phenylhydrazine), Cl (HCl). Run in C(C)#N (acetonitrile), C(CCC)(OC)(OC)OC (trimethyl orthobutyrate). Conditions: temperature 50 celsius. Product: CN1C(=NC2=C(CN1C1=CC=CC=C1)C=CC=C2)CCC (4,5-dihydro-3-methyl-4-phenyl-2-n-propyl-3H-1,3,4-benzotriazepine). Isolated yield 192.2%. Reaction SMILES: [NH2:1][C:2]1[CH:7]=[CH:6][CH:5]=[CH:4][C:3]=1[CH2:8][N:9]([C:12]1[CH:17]=[CH:16][CH:15]=[CH:14][CH:13]=1)[NH:10][CH3:11].Cl>C(#N)C.C(OC)(OC)(OC)CCC>[CH3:11][N:10]1[N:9]([C:12]2[CH:17]=[CH:16][CH:15]=[CH:14][CH:13]=2)[CH2:8][C:3]2[CH:4]=[CH:5][CH:6]=[CH:7][C:2]=2[N:1]=[C:7]1[CH2:2][CH2:3][CH3:4]. Procedure details: To a solution of 2.37 g (0.01 m) of 1-[(2-aminophenyl)methyl]-2-methyl-1-phenylhydrazine of Example 9c in 40 ml of acetonitrile and 2.96 g (0.02 m) of trimethyl orthobutyrate, enough ethereal HCl was added to make the solution acidic. The mixture was warmed at 50° C. for 2.5 hours and then refluxed for 3.5 hours. The solvent was evaporated and the residue partitioned between 10% NaOH and ether. The ether solution was extracted with 5% HCl. The aqueous acidic solution was basified with 10% NaOH a...